From a dataset of the Open Reaction Database (ORD), a public repository of structured organic reaction records. describe an organic reaction: reactants, conditions, products, and yield The reactants are CN1N=C(N=C1C)NC1=NC(=NN2C1=NC=C2C#N)SC (4-((1,5-dimethyl-1H-1,2,4-triazol-3-yl)amino)-2-(methylthio)imidazo[2,1-f][1,2,4]triazine-7-carbonitrile), [H-].[Na+] (NaH), ClCC1=CC=C(C=C1)OC (alpha-chloro-4-methoxytoluene). Solvent: CN(C)C=O (DMF). Reaction conditions: time 30 minute. Product: CN1N=C(N=C1C)N(C1=NC(=NN2C1=NC=C2C#N)SC)CC2=CC=C(C=C2)OC (4-((1,5-dimethyl-1H-1,2,4-triazol-3-yl)(4-methoxybenzyl)amino)-2-(methylthio)imidazo[2,1-f][1,2,4]triazine-7-carbonitrile). The yield is 84.2%. As a reaction SMILES: [CH3:1][N:2]1[C:6]([CH3:7])=[N:5][C:4]([NH:8][C:9]2[C:14]3=[N:15][CH:16]=[C:17]([C:18]#[N:19])[N:13]3[N:12]=[C:11]([S:20][CH3:21])[N:10]=2)=[N:3]1.[H-].[Na+].Cl[CH2:25][C:26]1[CH:31]=[CH:30][C:29]([O:32][CH3:33])=[CH:28][CH:27]=1>CN(C=O)C>[CH3:1][N:2]1[C:6]([CH3:7])=[N:5][C:4]([N:8]([CH2:25][C:26]2[CH:31]=[CH:30][C:29]([O:32][CH3:33])=[CH:28][CH:27]=2)[C:9]2[C:14]3=[N:15][CH:16]=[C:17]([C:18]#[N:19])[N:13]3[N:12]=[C:11]([S:20][CH3:21])[N:10]=2)=[N:3]1 |f:1.2|. Procedure: 4-((1,5-dimethyl-1H-1,2,4-triazol-3-yl)amino)-2-(methylthio)imidazo[2,1-f][1,2,4]triazine-7-carbonitrile (157 mg, 0.521 mmol) was taken up in DMF (6 mL) under argon and NaH (22.92 mg, 0.573 mmol) was added. The reaction mixture was stirred at room temperature for 30 min, and then alpha-chloro-4-methoxytoluene (0.074 mL, 0.547 mmol) was added. The reaction mixture was heated at 80° C. for 3 h. The reaction was quenched with saturated NaHCO3 solution and extracted 3× with EtOAc. The organic layers... The reactants are F[B-](F)(F)F, CCNCCc1ccccn1, CN(C)C=O, CCOC(C)=O, CCN(C(C)C)C(C)C, O=C(O)CCc1ccc(O)cc1, CN(C)C(On1nnc2ccccc21)=[N+](C)C. Product: CCN(CCc1ccccn1)C(=O)CCc1ccc(O)cc1. As a reaction SMILES: [B-:24]([F:25])([F:26])([F:27])[F:28].[CH2:1]([CH3:2])[NH:3][CH2:4][CH2:5][c:6]1[n:7][cH:8][cH:9][cH:10][cH:11]1.[CH3:55][N:56]([CH3:57])[CH:58]=[O:59].[CH3:60][CH2:61][O:62][C:63]([CH3:64])=[O:65].[CH:46]([N:47]([CH:48]([CH3:49])[CH3:50])[CH2:51][CH3:52])([CH3:53])[CH3:54].[OH:12][c:13]1[cH:14][cH:15][c:16]([CH2:19][CH2:20][C:21](=[O:22])[OH:23])[cH:17][cH:18]1.[n:29]1([O:30][C:31]([N:32]([CH3:33])[CH3:34])=[N+:35]([CH3:36])[CH3:37])[c:38]2[cH:39][cH:40][cH:41][cH:42][c:43]2[n:44][n:45]1>>[CH2:1]([CH3:2])[N:3]([CH2:4][CH2:5][c:6]1[n:7][cH:8][cH:9][cH:10][cH:11]1)[C:21]([CH2:20][CH2:19][c:16]1[cH:15][cH:14][c:13]([OH:12])[cH:18][cH:17]1)=[O:22]. The reactants are C1CNCCN1, O=S1CCN(c2nc(Cl)nc3c(NCCCc4ccccc4)ncnc23)CC1. Yields the product O=S1CCN(c2nc(N3CCNCC3)nc3c(NCCCc4ccccc4)ncnc23)CC1. Reaction SMILES: [CH2:29]1[CH2:30][NH:31][CH2:32][CH2:33][NH:34]1.[Cl:1][c:2]1[n:3][c:4]([N:22]2[CH2:23][CH2:24][S:25](=[O:28])[CH2:26][CH2:27]2)[c:5]2[c:6]([n:7]1)[c:8]([NH:12][CH2:13][CH2:14][CH2:15][c:16]1[cH:17][cH:18][cH:19][cH:20][cH:21]1)[n:9][cH:10][n:11]2>>[c:2]1([N:31]2[CH2:30][CH2:29][NH:34][CH2:33][CH2:32]2)[n:3][c:4]([N:22]2[CH2:23][CH2:24][S:25](=[O:28])[CH2:26][CH2:27]2)[c:5]2[c:6]([n:7]1)[c:8]([NH:12][CH2:13][CH2:14][CH2:15][c:16]1[cH:17][cH:18][cH:19][cH:20][cH:21]1)[n:9][cH:10][n:11]2. Reactants: NC=1C(=NC=CC1)NC1=C(C(=CC=C1)Cl)C (3-amino-2-(3-chloro-2-methylanilino)pyridine), C(=O)(Cl)Cl (phosgene). The product is ClC=1C(=C(C=CC1)N1C(NC=2C1=NC=CC2)=O)C (3-(3-chloro-2-methylphenyl)-1,3-dihydroimidazo[4,5-b]pyridin-2-one). RXN SMILES: [NH2:1][C:2]1[C:3]([NH:8][C:9]2[CH:14]=[CH:13][CH:12]=[C:11]([Cl:15])[C:10]=2[CH3:16])=[N:4][CH:5]=[CH:6][CH:7]=1.[C:17](Cl)(Cl)=[O:18]>>[Cl:15][C:11]1[C:10]([CH3:16])=[C:9]([N:8]2[C:3]3=[N:4][CH:5]=[CH:6][CH:7]=[C:2]3[NH:1][C:17]2=[O:18])[CH:14]=[CH:13][CH:12]=1. Reported procedure: The acid solution obtained in Step B was treated with phosgene as described in Example 1, Step C, to provide 3-(3-chloro-2-methylphenyl)-1,3-dihydroimidazo[4,5-b]pyridin-2-one, m.p. 224°-225° C. Procedure details: Add water (2.94 L) and sodium hydrogen carbonate (648.25 g, 7.64 mol) to methyl 2-bromo-D-phenylalaninate hydrochloride (580 g, 1.91 mol) in dichloromethane (9.86 L) at 10° C. in an appropriate vessel. After 5 minutes add methyl chloroformate (198.53 g, 2.10 mol) and stir the mixture at 20° C. After 3 hours add water (2.5 L) and separate the layers. Extract the aqueous with dichloromethane, dry the combined organic extracts over sodium sulfate and concentrate under reduced pressure to give the t... Starting materials: ClC(=O)OC (methyl chloroformate), O (water), C(O)([O-])=O.[Na+] (sodium hydrogen carbonate), Cl.BrC1=C(C[C@@H](N)C(=O)OC)C=CC=C1 (methyl 2-bromo-D-phenylalaninate hydrochloride), O (water). The yield is 91.1%. As a reaction SMILES: O.C(=O)([O-])O.[Na+].Cl.[Br:8][C:9]1[CH:21]=[CH:20][CH:19]=[CH:18][C:10]=1[CH2:11][C@H:12]([C:14]([O:16][CH3:17])=[O:15])[NH2:13].Cl[C:23]([O:25][CH3:26])=[O:24]>ClCCl>[Br:8][C:9]1[CH:21]=[CH:20][CH:19]=[CH:18][C:10]=1[CH2:11][C@H:12]([C:14]([O:16][CH3:17])=[O:15])[NH:13][C:23]([O:25][CH3:26])=[O:24] |f:1.2,3.4|. Conditions: temperature 20 celsius. Yields the product BrC1=C(C[C@@H](NC(=O)OC)C(=O)OC)C=CC=C1 (methyl 2-bromo-N-(methoxycarbonyl)-D-phenylalaninate). The solvent is ClCCl (dichloromethane). Reactants: N1=NN=C2N1C1=NC=CC=C1C(=C2)O (Tetrazolo[1,5-a][1,8]naphthyridin-5-ol), P(=O)(Cl)(Cl)Cl (phosphorous oxychloride). The product is ClC1=CC=2N(C3=NC=CC=C13)N=NN2 (5-chlorotetrazolo[1,5-a][1,8]naphthyridine). RXN SMILES: [N:1]1[N:5]2[C:6]3[C:11]([C:12](O)=[CH:13][C:4]2=[N:3][N:2]=1)=[CH:10][CH:9]=[CH:8][N:7]=3.P(Cl)(Cl)([Cl:17])=O>>[Cl:17][C:12]1[C:11]2[C:6](=[N:7][CH:8]=[CH:9][CH:10]=2)[N:5]2[N:1]=[N:2][N:3]=[C:4]2[CH:13]=1. Procedure: Tetrazolo[1,5-a][1,8]naphthyridin-5-ol (0.5 g, 2.67 mmole) was suspended in phosphorous oxychloride (10 mL) and heated at reflux for 4 hours. The reaction mixture was concentrated under vacuum and the residue was poured into water. Dichloromethane was added and the aqueous layer was made basic with sodium bicarbonate. The dichloromethane layer was separated, dried over magnesium sulfate, filtered and then concentrated under vacuum. The resulting solid was recrystallized from toluene to provide 0...